Dataset: the Open Reaction Database (ORD), a public repository of structured organic reaction records. Task: describe an organic reaction: reactants, conditions, products, and yield The reactants are ClC=1C=C(CN2C(C=3C(=C4N(CCN(C4=O)C)C3C(=C2)N(S(=O)(=O)C)C(=O)OC(C)(C)C)OC)=O)C=CC1F (2-(3-chloro-4-fluorobenzyl)-10-methoxy-4-(N-tert-butoxylcarbonyl-N-methanesulfonyl-amino)-8-methyl-7,8-dihydropyrido-[3′,4′:4,5]pyrrolo[1,2-a]pyrazine-1,9(2H,6H)-dione), FC(C(=O)O)(F)F (trifluoroacetic acid). Solvent: ClCCl (dichloromethane). The product is ClC=1C=C(CN2C(C=3C(=C4N(CCN(C4=O)C)C3C(=C2)NS(=O)(=O)C)OC)=O)C=CC1F (2-(3-Chloro-4-fluorobenzyl)-10-methoxy-4-(N-methanesulfonyl-amino)-8-methyl-7,8-dihydropyrido-[3′,4′:4,5]pyrrolo[1,2-a]pyrazine-1,9(2H,6H)-dione). RXN SMILES: [Cl:1][C:2]1[CH:3]=[C:4]([CH:36]=[CH:37][C:38]=1[F:39])[CH2:5][N:6]1[CH:20]=[C:19]([N:21](C(OC(C)(C)C)=O)[S:22]([CH3:25])(=[O:24])=[O:23])[C:18]2[N:11]3[CH2:12][CH2:13][N:14]([CH3:17])[C:15](=[O:16])[C:10]3=[C:9]([O:33][CH3:34])[C:8]=2[C:7]1=[O:35].FC(F)(F)C(O)=O>ClCCl>[Cl:1][C:2]1[CH:3]=[C:4]([CH:36]=[CH:37][C:38]=1[F:39])[CH2:5][N:6]1[CH:20]=[C:19]([NH:21][S:22]([CH3:25])(=[O:24])=[O:23])[C:18]2[N:11]3[CH2:12][CH2:13][N:14]([CH3:17])[C:15](=[O:16])[C:10]3=[C:9]([O:33][CH3:34])[C:8]=2[C:7]1=[O:35]. Procedure details: A cold (0° C.) solution of 2-(3-chloro-4-fluorobenzyl)-10-methoxy-4-(N-tert-butoxylcarbonyl-N-methanesulfonyl-amino)-8-methyl-7,8-dihydropyrido-[3′,4′:4,5]pyrrolo[1,2-a]pyrazine-1,9(2H,6H)-dione (90 mg, 0.15 mmol) and trifluoroacetic acid (2 mL) in anhydrous dichloromethane (3 mL) was stirred for 3 hours. The product mixture was concentrated under vacuum. The residue was subjected to column chromatography on silica gel eluting with 20% methanol in ethyl acetate. Collection and concentration of a... Starting materials: C(C)(=O)OCC.C(C)O.N (ethyl acetate ethanol ammonia), Cl.C1(=CC=CC=C1)N(C(=O)C=1C=C2C(=NC1)N(C(=N2)CCC2=CC=C(C=C2)C(N)=N)C)CC(=O)OCC (3-methyl-2-[2-(4-amidinophenyl)ethyl]imidazo[4,5-b]pyridin-6-yl-carboxylic acid-N-phenyl-N-ethoxycarbonylmethylamide hydrochloride), [OH-].[Na+] (sodium hydroxide), C25H24N6O3. The product is Cl.C1(=CC=CC=C1)N(C(=O)C=1C=C2C(=NC1)N(C(=N2)CCC2=CC=C(C=C2)C(N)=N)C)CC(=O)O (3-Methyl-2-[2-(4-amidinophenyl)ethyl]imidazo[4,5-b]pyridin-6-yl-carboxylic acid-N-phenyl-N-hydroxycarbonylmethylamide hydrochloride). The yield is 85.0%. As a reaction SMILES: [ClH:1].[C:2]1([N:8]([CH2:32][C:33]([O:35]CC)=[O:34])[C:9]([C:11]2[CH:12]=[C:13]3[N:19]=[C:18]([CH2:20][CH2:21][C:22]4[CH:27]=[CH:26][C:25]([C:28](=[NH:30])[NH2:29])=[CH:24][CH:23]=4)[N:17]([CH3:31])[C:14]3=[N:15][CH:16]=2)=[O:10])[CH:7]=[CH:6][CH:5]=[CH:4][CH:3]=1.[OH-].[Na+].C(OCC)(=O)C.C(O)C.N>>[ClH:1].[C:2]1([N:8]([CH2:32][C:33]([OH:35])=[O:34])[C:9]([C:11]2[CH:12]=[C:13]3[N:19]=[C:18]([CH2:20][CH2:21][C:22]4[CH:23]=[CH:24][C:25]([C:28](=[NH:29])[NH2:30])=[CH:26][CH:27]=4)[N:17]([CH3:31])[C:14]3=[N:15][CH:16]=2)=[O:10])[CH:3]=[CH:4][CH:5]=[CH:6][CH:7]=1 |f:0.1,2.3,4.5.6,7.8|. Procedure: Prepared analogously to Example 2 from 3-methyl-2-[2-(4-amidinophenyl)ethyl]imidazo[4,5-b]pyridin-6-yl-carboxylic acid-N-phenyl-N-ethoxycarbonylmethylamide hydrochloride and sodium hydroxide solution. Yield: 85% of theory, C25H24N6O3 (456.51); Rf value: 0.19 (silica gel; ethyl acetate/ethanol/ammonia=50:45:5); EKA mass spectrum: (M+H)+=457.